describe an organic reaction: reactants, conditions, products, and yield From a dataset of the Open Reaction Database (ORD), a public repository of structured organic reaction records. Reactants: COc1cc(N2CCN(C(=S)S)CC2)cc(OC)c1OC, CI, CO, [Cl-], [Na+], [Na+], [OH-]. Yields the product COc1cc(N2CCN(C(=S)SC)CC2)cc(OC)c1OC. Reaction SMILES: [CH3:1][O:2][c:3]1[cH:4][c:5]([N:13]2[CH2:14][CH2:15][N:16]([C:19](=[S:20])[SH:21])[CH2:17][CH2:18]2)[cH:6][c:7]([O:11][CH3:12])[c:8]1[O:9][CH3:10].[CH3:26][I:27].[CH3:28][OH:29].[Cl-:25].[Na+:23].[Na+:24].[OH-:22]>>[CH3:1][O:2][c:3]1[cH:4][c:5]([N:13]2[CH2:14][CH2:15][N:16]([C:19](=[S:20])[S:21][CH3:26])[CH2:17][CH2:18]2)[cH:6][c:7]([O:11][CH3:12])[c:8]1[O:9][CH3:10]. Reaction conditions: time 2 hour. Procedure: To a solution of methyl 5-(2,2,2-trifluoro-1-(methylsulfonyloxy)ethyl)picolinate (95 mg, 0.3 mmol) in 5 mL of MeOH was added 10% Pd/C (45 mg). Hydrogenation with 1 atm H2 was carried out at room temperature for 2 h. After the catalyst was removed by filtration, the filtrated was concentrated. The residue was dissolved in DCM and washed with sat. NaHCO3(aq.), and brine. The solution was dried (MgSO4) and concentrated to give methyl 5-(2,2,2-trifluoroethyl)picolinate that was used without purifica... The product is FC(CC=1C=CC(=NC1)C(=O)OC)(F)F (methyl 5-(2,2,2-trifluoroethyl)picolinate). Run in CO (MeOH). Reaction SMILES: [F:1][C:2]([F:20])([F:19])[CH:3]([C:9]1[CH:10]=[CH:11][C:12]([C:15]([O:17][CH3:18])=[O:16])=[N:13][CH:14]=1)OS(C)(=O)=O>CO.[Pd]>[F:20][C:2]([F:1])([F:19])[CH2:3][C:9]1[CH:10]=[CH:11][C:12]([C:15]([O:17][CH3:18])=[O:16])=[N:13][CH:14]=1. Starting materials: FC(C(OS(=O)(=O)C)C=1C=CC(=NC1)C(=O)OC)(F)F (methyl 5-(2,2,2-trifluoro-1-(methylsulfonyloxy)ethyl)picolinate). Reagents/catalysts: [Pd] (Pd/C). The reactants are ClC=1C=NC=C(C1SC1=C(C=C(S1)C(=O)O)[N+](=O)[O-])Cl (5-[(3,5-dichloro-4-pyridyl)sulfanyl]-4-nitro-thiophene-2-carboxylic acid), C(C)(C)N1CCC(CC1)N (1-isopropylpiperidin-4-amine). Yields the product ClC=1C=NC=C(C1SC1=C(C=C(S1)C(=O)NC1CCN(CC1)C(C)C)[N+](=O)[O-])Cl (5-((3,5-dichloropyridin-4-yl)thio)-N-(1-isopropylpiperidin-4-yl)-4-nitrothiophene-2-carboxamide), solid. Isolated yield 23.0%. RXN SMILES: [Cl:1][C:2]1[CH:3]=[N:4][CH:5]=[C:6]([Cl:20])[C:7]=1[S:8][C:9]1[S:13][C:12]([C:14]([OH:16])=O)=[CH:11][C:10]=1[N+:17]([O-:19])=[O:18].[CH:21]([N:24]1[CH2:29][CH2:28][CH:27]([NH2:30])[CH2:26][CH2:25]1)([CH3:23])[CH3:22]>>[Cl:20][C:6]1[CH:5]=[N:4][CH:3]=[C:2]([Cl:1])[C:7]=1[S:8][C:9]1[S:13][C:12]([C:14]([NH:30][CH:27]2[CH2:28][CH2:29][N:24]([CH:21]([CH3:23])[CH3:22])[CH2:25][CH2:26]2)=[O:16])=[CH:11][C:10]=1[N+:17]([O-:19])=[O:18]. Reported procedure: Prepared according to the procedure described for example 44 from 5-[(3,5-dichloro-4-pyridyl)sulfanyl]-4-nitro-thiophene-2-carboxylic acid (35 mg, 0.1 mmol) and 1-isopropylpiperidin-4-amine (21.5 mg, 0.12 mmol). The title compound was obtained as a solid (10.7 mg, 23% yield). 1H NMR (400 MHz, d6-DMSO) δ: 8.98 (2H, m), 8.63 (1H, d), 8.50 (1H, s), 3.56 (1H, m), 2.77 (2H, m), 2.67 (1H, m), 2.13 (2H, m), 1.76 (2H, m), 1.43 (2H, m), 0.95 (6H, d). MS m/z: 475.15, 477.13 [M+H]+. Starting materials: C(C)(C)(C)C1=CC=C(C=C1)S(=O)(=O)NC1=C(C=C(C=C1)Cl)N1N=NC(=C1C)I (4-tert-butyl-N-[4-chloro-2-(4-iodo-5-methyl-[1,2,3]triazol-1-yl)-phenyl]-benzenesulfonamide), O1C=NC=C1 (oxazole), [Li]CCCC (n-BuLi). The reagents and catalysts are C=1C=CC(=CC1)[P](C=2C=CC=CC2)(C=3C=CC=CC3)[Pd]([P](C=4C=CC=CC4)(C=5C=CC=CC5)C=6C=CC=CC6)([P](C=7C=CC=CC7)(C=8C=CC=CC8)C=9C=CC=CC9)[P](C=1C=CC=CC1)(C=1C=CC=CC1)C=1C=CC=CC1 (Pd(PPh3)4), [Cl-].[Cl-].[Zn+2] (ZnCl2). Solvent: CCOC(=O)C (EtOAc), C1CCOC1 (THF). Run at time 30 minute. Product: C(C)(C)(C)C1=CC=C(C=C1)S(=O)(=O)NC1=C(C=C(C=C1)Cl)N1N=NC(=C1C)C=1OC=CN1 (4-tert-Butyl-N-[4-chloro-2-(5-methyl-4-oxazol-2-yl-[1,2,3]triazol-1-yl)-phenyl]-benzenesulfonamide). As a reaction SMILES: [Li]CCCC.[O:6]1[CH:10]=[CH:9][N:8]=[CH:7]1.[C:11]([C:15]1[CH:20]=[CH:19][C:18]([S:21]([NH:24][C:25]2[CH:30]=[CH:29][C:28]([Cl:31])=[CH:27][C:26]=2[N:32]2[C:36]([CH3:37])=[C:35](I)[N:34]=[N:33]2)(=[O:23])=[O:22])=[CH:17][CH:16]=1)([CH3:14])([CH3:13])[CH3:12]>C1COCC1.CCOC(C)=O.[Cl-].[Cl-].[Zn+2].C1C=CC([P]([Pd]([P](C2C=CC=CC=2)(C2C=CC=CC=2)C2C=CC=CC=2)([P](C2C=CC=CC=2)(C2C=CC=CC=2)C2C=CC=CC=2)[P](C2C=CC=CC=2)(C2C=CC=CC=2)C2C=CC=CC=2)(C2C=CC=CC=2)C2C=CC=CC=2)=CC=1>[C:11]([C:15]1[CH:20]=[CH:19][C:18]([S:21]([NH:24][C:25]2[CH:30]=[CH:29][C:28]([Cl:31])=[CH:27][C:26]=2[N:32]2[C:36]([CH3:37])=[C:35]([C:7]3[O:6][CH:10]=[CH:9][N:8]=3)[N:34]=[N:33]2)(=[O:23])=[O:22])=[CH:17][CH:16]=1)([CH3:14])([CH3:13])[CH3:12] |f:5.6.7,^1:56,58,77,96|. Procedure: To a cooled (−78° C.) solution of n-BuLi (0.5 mL, 2.5 M solution in hexanes) in THF (3 mL) was added oxazole (0.1 mL, 1.5 mmol) via dropwise addition and the solution was stirred for 30 minutes. ZnCl2 solution (3.9 mL, 0.5 M in THF) was then added and the reaction mixture was warmed to room temperature and stirred an additional 2 hours. Pd(PPh3)4 (20 mg, 0.015 mmol) and 4-tert-butyl-N-[4-chloro-2-(4-iodo-5-methyl-[1,2,3]triazol-1-yl)-phenyl]-benzenesulfonamide (synthesized according to general p... Starting materials: NC1=C(C=C(C=C1)C)CO ((2-amino-5-methylphenyl)methanol), ClCCN(S(=O)(=O)C1=CC=C(C=C1)C)CCCl (N,N-bis(2-chloroethyl)-p-toluenesulfonamide). Product: CC=1C=CC(=C(C1)CO)N1CCNCC1 ([5-methyl-2-(piperazin-1-yl)phenyl]methanol). The yield is 55.4%. Reaction SMILES: [NH2:1][C:2]1[CH:7]=[CH:6][C:5]([CH3:8])=[CH:4][C:3]=1[CH2:9][OH:10].Cl[CH2:12][CH2:13][N:14]([CH2:25][CH2:26]Cl)S(C1C=CC(C)=CC=1)(=O)=O>>[CH3:8][C:5]1[CH:6]=[CH:7][C:2]([N:1]2[CH2:26][CH2:25][NH:14][CH2:13][CH2:12]2)=[C:3]([CH2:9][OH:10])[CH:4]=1. Reported procedure: Using (2-amino-5-methylphenyl)methanol (1 g) and N,N-bis(2-chloroethyl)-p-toluenesulfonamide (2.1 g) and by the reaction and treatment in the same manner as in Preparation Example 95, the title compound (810 mg) was obtained.